This data is from the Open Reaction Database (ORD), a public repository of structured organic reaction records. The task is: describe an organic reaction: reactants, conditions, products, and yield The reactants are Cc1ccccc1, CCO, COc1ccc(CN(Cc2ccc(OC)cc2)c2nc(C)c(C)c(NCc3cc(-c4ccc(F)cc4)no3)c2[N+](=O)[O-])cc1. The product is COc1ccc(CN(Cc2ccc(OC)cc2)c2nc(C)c(C)c(NCc3cc(-c4ccc(F)cc4)no3)c2N)cc1. As a reaction SMILES: [CH3:1][c:2]1[cH:3][cH:4][cH:5][cH:6][cH:7]1.[CH3:52][CH2:53][OH:54].[F:8][c:9]1[cH:10][cH:11][c:12](-[c:15]2[n:16][o:17][c:18]([CH2:20][NH:21][c:22]3[c:23]([N+:49]([O-:50])=[O:51])[c:24]([N:30]([CH2:31][c:32]4[cH:33][cH:34][c:35]([O:38][CH3:39])[cH:36][cH:37]4)[CH2:40][c:41]4[cH:42][cH:43][c:44]([O:47][CH3:48])[cH:45][cH:46]4)[n:25][c:26]([CH3:29])[c:27]3[CH3:28])[cH:19]2)[cH:13][cH:14]1>>[F:8][c:9]1[cH:10][cH:11][c:12](-[c:15]2[n:16][o:17][c:18]([CH2:20][NH:21][c:22]3[c:23]([NH2:49])[c:24]([N:30]([CH2:31][c:32]4[cH:33][cH:34][c:35]([O:38][CH3:39])[cH:36][cH:37]4)[CH2:40][c:41]4[cH:42][cH:43][c:44]([O:47][CH3:48])[cH:45][cH:46]4)[n:25][c:26]([CH3:29])[c:27]3[CH3:28])[cH:19]2)[cH:13][cH:14]1. Starting materials: C1=C(C=CC2=CC=CC=C12)C(C=CC1=CC2=CC=CC=C2C=C1)=O (1,3-di(2-naphthalenyl)prop-2-en-1-one), C(CC(=O)OCC)(=O)OCC (diethyl malonate). Yields the product C1=C(C=CC2=CC=CC=C12)C(CC(=O)C1=CC2=CC=CC=C2C=C1)C(C(=O)OCC)C(=O)OCC (diethyl 2-(1,3-di(2-naphthalenyl)-3-oxopropyl)malonate). As a reaction SMILES: [CH:1]1[C:10]2[C:5](=[CH:6][CH:7]=[CH:8][CH:9]=2)[CH:4]=[CH:3][C:2]=1[C:11](=[O:24])[CH:12]=[CH:13][C:14]1[CH:23]=[CH:22][C:21]2[C:16](=[CH:17][CH:18]=[CH:19][CH:20]=2)[CH:15]=1.[C:25]([O:33][CH2:34][CH3:35])(=[O:32])[CH2:26][C:27]([O:29][CH2:30][CH3:31])=[O:28]>>[CH:15]1[C:16]2[C:21](=[CH:20][CH:19]=[CH:18][CH:17]=2)[CH:22]=[CH:23][C:14]=1[CH:13]([CH:26]([C:27]([O:29][CH2:30][CH3:31])=[O:28])[C:25]([O:33][CH2:34][CH3:35])=[O:32])[CH2:12][C:11]([C:2]1[CH:3]=[CH:4][C:5]2[C:10](=[CH:9][CH:8]=[CH:7][CH:6]=2)[CH:1]=1)=[O:24]. Procedure details: By a procedure similar to that of example 1.59.2, starting from 1,3-di(2-naphthalenyl)prop-2-en-1-one and diethyl malonate, diethyl 2-(1,3-di(2-naphthalenyl)-3-oxopropyl)malonate was obtained as colourless solid.